From a dataset of the Open Reaction Database (ORD), a public repository of structured organic reaction records. describe an organic reaction: reactants, conditions, products, and yield Reactants: C(C)N(CCCCCCC)CCCCC1=CC=C(C=C1)[N+](=O)[O-] (N-ethyl-N-n-heptyl-4(4-nitrophenyl)butylamine). Reagents/catalysts: [Pd] (palladium on carbon). Run in 2B, C(C)O (ethanol). Yields the product C(C)N(CCCCCCC)CCCCC1=CC=C(C=C1)N (N-ethyl-N-n-heptyl-4-(4-aminophenyl)butylamine). RXN SMILES: [CH2:1]([N:3]([CH2:11][CH2:12][CH2:13][CH2:14][C:15]1[CH:20]=[CH:19][C:18]([N+:21]([O-])=O)=[CH:17][CH:16]=1)[CH2:4][CH2:5][CH2:6][CH2:7][CH2:8][CH2:9][CH3:10])[CH3:2]>[Pd].C(O)C>[CH2:1]([N:3]([CH2:11][CH2:12][CH2:13][CH2:14][C:15]1[CH:16]=[CH:17][C:18]([NH2:21])=[CH:19][CH:20]=1)[CH2:4][CH2:5][CH2:6][CH2:7][CH2:8][CH2:9][CH3:10])[CH3:2]. Reported procedure: A solution of 2.03 g. (6.3mM) of N-ethyl-N-n-heptyl-4(4-nitrophenyl)butylamine in 100 ml of 2B ethanol containing 1 g of 5% palladium on carbon was stirred under hydrogen at 50 p.s.i. for sixteen hours at 25° C. The reaction mixture was filtered and the solvent was removed by evaporation under reduced pressure to give 1.49 g of N-ethyl-N-n-heptyl-4-(4-aminophenyl)butylamine as an oil. The reactants are FC(C1=C(C(=NO1)C1=CC=C(S1)C(=O)O)C)(F)F (5-(5-Trifluoromethyl-4-methyl-isoxazol-3-yl)-thiophene-2-carboxylic acid), N1C[C@@H]([C@@H](CC1)O)O ((3S,4R)-3,4-Piperidinediol). Yields the product CC=1C(=NOC1C(F)(F)F)C1=CC=C(S1)C(=O)N1C[C@@H]([C@@H](CC1)O)O ((3S,4R)-1-({5-[4-methyl-5-(trifluoromethyl)isoxazol-3-yl]thien-2-yl}carbonyl)piperidine-3,4-diol). Isolated yield 81.0%. RXN SMILES: [F:1][C:2]([F:18])([F:17])[C:3]1[O:7][N:6]=[C:5]([C:8]2[S:12][C:11]([C:13]([OH:15])=O)=[CH:10][CH:9]=2)[C:4]=1[CH3:16].[NH:19]1[CH2:24][CH2:23][C@@H:22]([OH:25])[C@@H:21]([OH:26])[CH2:20]1>>[CH3:16][C:4]1[C:5]([C:8]2[S:12][C:11]([C:13]([N:19]3[CH2:24][CH2:23][C@@H:22]([OH:25])[C@@H:21]([OH:26])[CH2:20]3)=[O:15])=[CH:10][CH:9]=2)=[N:6][O:7][C:3]=1[C:2]([F:1])([F:18])[F:17]. Reported procedure: Prepared from 5-(5-Trifluoromethyl-4-methyl-isoxazol-3-yl)-thiophene-2-carboxylic acid and (3S,4R)-3,4-Piperidinediol (CAS [868051-84-7]) in the same manner as the (3R,4S) isomer (Example 87) to afford product as a colorless solid (303 mg, 81%). LC/MS 5.43 min, [M+1]+ 377.